Dataset: the Open Reaction Database (ORD), a public repository of structured organic reaction records. Task: describe an organic reaction: reactants, conditions, products, and yield Starting materials: Cl (hydrogen chloride), C(#N)CC1=CC=C(O1)C(=O)OCC (ethyl 5-cyanomethylfuran-2-carboxylate), C(C1=CC=CC=C1)S (benzyl mercaptan). Run in C(C)OCC (diethyl ether). Product: Cl.C(C1=CC=CC=C1)SC(=N)CC1=CC=C(O1)C(=O)OCC (Ethyl 5-benzylsulfanylcarbonimidoylmethylfuran-2-carboxylate hydrochloride). Reaction SMILES: [ClH:1].[C:2]([CH2:4][C:5]1[O:9][C:8]([C:10]([O:12][CH2:13][CH3:14])=[O:11])=[CH:7][CH:6]=1)#[N:3].[CH2:15]([SH:22])[C:16]1[CH:21]=[CH:20][CH:19]=[CH:18][CH:17]=1>C(OCC)C>[ClH:1].[CH2:15]([S:22][C:2]([CH2:4][C:5]1[O:9][C:8]([C:10]([O:12][CH2:13][CH3:14])=[O:11])=[CH:7][CH:6]=1)=[NH:3])[C:16]1[CH:21]=[CH:20][CH:19]=[CH:18][CH:17]=1 |f:4.5|. Procedure: Gaseous hydrogen chloride is passed for 30 minutes at 10° C. through a solution of 94.5 g (0.53 M) of ethyl 5-cyanomethylfuran-2-carboxylate and 61.9 ml (0.53 M) of benzyl mercaptan in 2000 ml of diethyl ether.